describe an organic reaction: reactants, conditions, products, and yield From a dataset of the Open Reaction Database (ORD), a public repository of structured organic reaction records. The reactants are C1([C@H](O)[C@@H](O)[C@H](O)[C@H](O1)CO)CCCCCCCCCCCCN (N-(D-Glucopyranosyl)dodecylamine), C(CCCCCCCCCCCCC)N=C=O (tetradecyl isocyanate). Yields the product C1([C@H](O)[C@@H](O)[C@H](O)[C@H](O1)CO)N(C(=O)NCCCCCCCCCCCCCC)CCCCCCCCCCCC (N-(D-Glucopyranosyl)-N-dodecyl-N'-tetradecylurea). Reaction SMILES: [CH:1]1(CCCCCCCCCCCCN)[O:9][C@H:8]([CH2:10][OH:11])[C@@H:6]([OH:7])[C@H:4]([OH:5])[C@H:2]1[OH:3].[CH2:25]([N:39]=[C:40]=[O:41])[CH2:26][CH2:27][CH2:28][CH2:29][CH2:30][CH2:31][CH2:32][CH2:33][CH2:34][CH2:35][CH2:36][CH2:37][CH3:38]>>[CH:1]1([N:39]([CH2:25][CH2:26][CH2:27][CH2:28][CH2:29][CH2:30][CH2:31][CH2:32][CH2:33][CH2:34][CH2:35][CH3:36])[C:40]([NH:39][CH2:25][CH2:26][CH2:27][CH2:28][CH2:29][CH2:30][CH2:31][CH2:32][CH2:33][CH2:34][CH2:35][CH2:36][CH2:37][CH3:38])=[O:41])[O:9][C@H:8]([CH2:10][OH:11])[C@@H:6]([OH:7])[C@H:4]([OH:5])[C@H:2]1[OH:3]. Reported procedure: The preparation is analogous to Example 42, starting from 7.0 g of the compound of Example 1 and 4.8 g of tetradecyl isocyanate. Yields the product COC=C(c1ccc(Cl)cc1)C1CC1. Reactants: Cc1ccccc1, COC(OC)C(c1ccc(Cl)cc1)C1CC1. RXN SMILES: [CH3:17][c:18]1[cH:19][cH:20][cH:21][cH:22][cH:23]1.[Cl:1][c:2]1[cH:3][cH:4][c:5]([CH:8]([CH:9]([O:10][CH3:11])[O:12][CH3:13])[CH:14]2[CH2:15][CH2:16]2)[cH:6][cH:7]1>>[Cl:1][c:2]1[cH:3][cH:4][c:5]([C:8](=[CH:9][O:10][CH3:11])[CH:14]2[CH2:15][CH2:16]2)[cH:6][cH:7]1.